Dataset: the Open Reaction Database (ORD), a public repository of structured organic reaction records. Task: describe an organic reaction: reactants, conditions, products, and yield The reactants are C(C)(C)(C)[Li] (tertbutyllithium), BrC1=CC=C(C(=O)N(C2CCCC2)C2CCCCC2)C=C1 (4-bromo-N-cyclohexyl-N-cyclopentylbenzamide), COC1=C(C=O)C=C(C(=C1)OC)OC (2,4,5-trimethoxybenzaldehyde). The solvent is C1CCOC1 (THF), C1CCOC1 (THF). Run at time 20 minute. The product is C1(CCCCC1)N(C(C1=CC=C(C=C1)C(C1=C(C=C(C(=C1)OC)OC)OC)O)=O)C1CCCC1 (N-cyclohexyl-N-cyclopentyl-4-[hydroxy(2,4,5-trimethoxyphenyl)methyl]benzamide). As a reaction SMILES: Br[C:2]1[CH:21]=[CH:20][C:5]([C:6]([N:8]([CH:14]2[CH2:19][CH2:18][CH2:17][CH2:16][CH2:15]2)[CH:9]2[CH2:13][CH2:12][CH2:11][CH2:10]2)=[O:7])=[CH:4][CH:3]=1.C([Li])(C)(C)C.[CH3:27][O:28][C:29]1[CH:36]=[C:35]([O:37][CH3:38])[C:34]([O:39][CH3:40])=[CH:33][C:30]=1[CH:31]=[O:32]>C1COCC1>[CH:14]1([N:8]([CH:9]2[CH2:13][CH2:12][CH2:11][CH2:10]2)[C:6](=[O:7])[C:5]2[CH:20]=[CH:21][C:2]([CH:31]([OH:32])[C:30]3[CH:33]=[C:34]([O:39][CH3:40])[C:35]([O:37][CH3:38])=[CH:36][C:29]=3[O:28][CH3:27])=[CH:3][CH:4]=2)[CH2:19][CH2:18][CH2:17][CH2:16][CH2:15]1. Reported procedure: To a cold (-70° C.), stirred solution of 4-bromo-N-cyclohexyl-N-cyclopentylbenzamide (1.5 g, 4.3 mmol) in THF (20 ml) was added slowly a solution of tertbutyllithium (5 ml of 1.7 M solution in pentane) under an Argon atmosphere. The reaction was stirred at -70° to -75° for 20 min. and a solution of 2,4,5-trimethoxybenzaldehyde (843 mg, 4.3 mmol) in THF (10 ml) was added dropwise over 30 min. The reaction was stirred at -70° to -75° for 30 min. and at room temperature for 1 hr. The reaction was q... The reactants are C(C)(=O)OCC=1[C@@H]2[C@H]([C@@H](OC1)OC(C)OCC)[C@@H](CC2)C ((1S, 4aS, 7R, 7aR)-4-(acetoxymethyl)-1-[1-(ethoxy)ethoxy]-1, 4a, 5, 6, 7, 7a-hexahydro-7-methylcyclopenta[ c]pyran), [H][H] (hydrogen). The reagents and catalysts are [C].[Pd] (palladium carbon). The solvent is C(C)(=O)OCC (ethyl acetate), N1=CC=CC=C1 (pyridine). Yields the product C(C)OC(C)O[C@@H]1OC=C([C@@H]2[C@H]1[C@@H](CC2)C)C ((1S, 4aS, 7R, 7aR)-1-[1-(ethoxy)ethoxy]-1, 4a, 5, 6, 7, 7a-hexahydro-4, 7-dimethylcyclopenta[c]pyran). Isolated yield 74.5%. RXN SMILES: C(O[CH2:5][C:6]1[C@H:7]2[CH2:20][CH2:19][C@@H:18]([CH3:21])[C@H:8]2[C@H:9]([O:12][CH:13]([O:15][CH2:16][CH3:17])[CH3:14])[O:10][CH:11]=1)(=O)C.[H][H]>C(OCC)(=O)C.N1C=CC=CC=1.[C].[Pd]>[CH2:16]([O:15][CH:13]([O:12][C@H:9]1[C@@H:8]2[C@H:18]([CH3:21])[CH2:19][CH2:20][C@@H:7]2[C:6]([CH3:5])=[CH:11][O:10]1)[CH3:14])[CH3:17] |f:4.5|. Reported procedure: (1S, 4aS, 7R, 7aR)-4-(acetoxymethyl)-1-[1-(ethoxy)ethoxy]-1, 4a, 5, 6, 7, 7a-hexahydro-7-methylcyclopenta[ c]pyran (65 mg, 0.00024 mol) obtained in Example 26 was dissolved in 3 mι of ethyl acetate, and 0.05 mι of pyridine and 10% palladium carbon (3 mg) were added. The reaction mixture was stirred for 24 hours in a hydrogen gas atmosphere of 1 atm. After the catalyst was removed by celite filtration, concentration was effected. The residual matter was purified by chromatography using silica gel... The reactants are N1(CCNCCC1)C=1C=CC=2N(N1)C(=NN2)C(F)(F)F (6-(1,4-diazepan-1-yl)-3-(trifluoromethyl)-[1,2,4]triazolo[4,3-b]pyridazine), C(=O)C=1C=C(C#N)C=CC1 (3-formylbenzonitrile). The product is FC(C1=NN=C2N1N=C(C=C2)N2CCN(CCC2)CC=2C=C(C#N)C=CC2)(F)F (3-[[4-[3-(trifluoromethyl)-[1,2,4]triazolo[4,3-b]pyridazin-6-yl]-1,4-diazepan-1-yl]methyl]benzonitrile). Reaction SMILES: [N:1]1([C:8]2[CH:9]=[CH:10][C:11]3[N:12]([C:14]([C:17]([F:20])([F:19])[F:18])=[N:15][N:16]=3)[N:13]=2)[CH2:7][CH2:6][CH2:5][NH:4][CH2:3][CH2:2]1.[CH:21]([C:23]1[CH:24]=[C:25]([CH:28]=[CH:29][CH:30]=1)[C:26]#[N:27])=O>>[F:20][C:17]([F:18])([F:19])[C:14]1[N:12]2[N:13]=[C:8]([N:1]3[CH2:7][CH2:6][CH2:5][N:4]([CH2:21][C:23]4[CH:24]=[C:25]([CH:28]=[CH:29][CH:30]=4)[C:26]#[N:27])[CH2:3][CH2:2]3)[CH:9]=[CH:10][C:11]2=[N:16][N:15]=1. Reported procedure: Reductive amination of 6-(1,4-diazepan-1-yl)-3-(trifluoromethyl)-[1,2,4]triazolo[4,3-b]pyridazine with 3-formylbenzonitrile was carried out according to General Synthetic Method 8. The crude product was purified by hplc using a Waters XBridge Prep C18 OBD column (5μ silica, 19 mm diameter, 100 mm length) eluted with decreasingly polar mixtures of water (containing 0.05% aqueous ammonia) and acetonitrile as eluents to give 3-[[4-[3-(trifluoromethyl)-[1,2,4]triazolo[4,3-b]pyridazin-6-yl]-1,4-diaze... Starting materials: C1CCOC1, COC(=O)c1cc(S(=O)(=O)c2cccc(Br)c2)c([N+](=O)[O-])s1, C[S-], CC(=O)O, [Na+]. Product: COC(=O)c1cc(S(=O)(=O)c2cccc(Br)c2)c(SC)s1. Reaction SMILES: [CH2:30]1[O:31][CH2:32][CH2:33][CH2:34]1.[CH3:1][O:2][C:3](=[O:4])[c:5]1[s:6][c:7]([N+:20]([O-:21])=[O:22])[c:8]([S:10](=[O:11])(=[O:12])[c:13]2[cH:14][c:15]([Br:19])[cH:16][cH:17][cH:18]2)[cH:9]1.[CH3:23][S-:24].[CH3:26][C:27](=[O:28])[OH:29].[Na+:25]>>[CH3:1][O:2][C:3](=[O:4])[c:5]1[s:6][c:7]([S:24][CH3:23])[c:8]([S:10](=[O:11])(=[O:12])[c:13]2[cH:14][c:15]([Br:19])[cH:16][cH:17][cH:18]2)[cH:9]1. The reactants are N(=[N+]=[N-])C1CC(CN(CC1)C1=C(C=NN1C)[N+](=O)[O-])OC (5-azido-3-methoxy-1-(1-methyl-4-nitro-1H-pyrazol-5-yl)azepane), C1(=CC=CC=C1)P(C1=CC=CC=C1)C1=CC=CC=C1 (triphenylphosphine). Run in C1CCOC1 (THF), O (water). Reaction conditions: temperature 65 celsius. The product is COC1CC(CCN(C1)C1=C(C=NN1C)[N+](=O)[O-])N (6-methoxy-1-(1-methyl-4-nitro-1H-pyrazol-5-yl)azepan-4-amine). Reaction SMILES: [N:1]([CH:4]1[CH2:10][CH2:9][N:8]([C:11]2[N:15]([CH3:16])[N:14]=[CH:13][C:12]=2[N+:17]([O-:19])=[O:18])[CH2:7][CH:6]([O:20][CH3:21])[CH2:5]1)=[N+]=[N-].C1(P(C2C=CC=CC=2)C2C=CC=CC=2)C=CC=CC=1>C1COCC1.O>[CH3:21][O:20][CH:6]1[CH2:7][N:8]([C:11]2[N:15]([CH3:16])[N:14]=[CH:13][C:12]=2[N+:17]([O-:19])=[O:18])[CH2:9][CH2:10][CH:4]([NH2:1])[CH2:5]1. Procedure details: To a solution of 5-azido-1-(1-methyl-4-nitro-1H-pyrazol-5-yl)azepan-3-ol, Intermediate 18 (0.85 g, 3.0 mmol) in DMF (5 mL) cooled to 0° C. under nitrogen, was added sodium hydride (60% in mineral oil, 133 mg, 3.3 mmol) and the resulting mixture was stirred for 10 min. Iodomethane (0.37 mL, 6.0 mmol) was added and the mixture stirred at room temperature for 16 hr. Water (200 mL) was added and the mixture extracted with EtOAc (2×50 mL). The combined organic layers were dried over Na2SO4 and the so...